This data is from the Open Reaction Database (ORD), a public repository of structured organic reaction records. The task is: describe an organic reaction: reactants, conditions, products, and yield Starting materials: CCOC(=O)N1CCC(Nc2cccc(C)c2C)C1, CC(C)O, [K+], [OH-]. The product is Cc1cccc(NC2CCNC2)c1C. Reaction SMILES: [CH3:1][c:2]1[c:3]([NH:9][CH:10]2[CH2:11][N:12]([C:15]([O:16][CH2:17][CH3:18])=[O:19])[CH2:13][CH2:14]2)[cH:4][cH:5][cH:6][c:7]1[CH3:8].[CH3:22][CH:23]([OH:24])[CH3:25].[K+:21].[OH-:20]>>[CH3:1][c:2]1[c:3]([NH:9][CH:10]2[CH2:11][NH:12][CH2:13][CH2:14]2)[cH:4][cH:5][cH:6][c:7]1[CH3:8]. The reactants are C(C)OC1=CC=C(C=C1)C=C(C=O)C (3-(4-ethoxyphenyl)-2-methylpropenaldehyde), C(C)[Mg]Br (ethylmagnesium bromide). The solvent is C(C)OCC (diethyl ether), C(C)OCC (diethylether). Yields the product C(C)OC1=CC=C(C=C1)C=C(C(CC)O)C (1-(4-ethoxyphenyl)-3-hydroxy-2-methylpent-1-ene). RXN SMILES: [CH2:1]([O:3][C:4]1[CH:9]=[CH:8][C:7]([CH:10]=[C:11]([CH3:14])[CH:12]=[O:13])=[CH:6][CH:5]=1)[CH3:2].[CH2:15]([Mg]Br)[CH3:16]>C(OCC)C>[CH2:1]([O:3][C:4]1[CH:9]=[CH:8][C:7]([CH:10]=[C:11]([CH3:14])[CH:12]([OH:13])[CH2:15][CH3:16])=[CH:6][CH:5]=1)[CH3:2]. Procedure: To a solution of 3-(4-ethoxyphenyl)-2-methylpropenaldehyde (10 g, 0.053 mol) in dried diethyl ether (150 ml) cooled to −15° C. and stirred under an atmosphere of nitrogen was added a solution of ethylmagnesium bromide in diethylether (3M, 19.3 ml) The reaction mixture was allowed to warm to room temperature and after ½ h poured onto ice cold aqueous hydrochloric acid (2M, 50 ml) and the organic phase washed with water and brine. The organic phase was dried over magnesium sulphate, filtered and e... Product: CC1=CC=2C(=NC=CC2B(O)O)N1 ((2-Methyl-1H-pyrrolo[2,3-b]pyridin-4-yl)boronic acid). Reaction conditions: temperature -78 celsius, time 1 hour. As a reaction SMILES: [H-].[Na+].Br[C:4]1[CH:9]=[CH:8][N:7]=[C:6]2[NH:10][C:11]([CH3:13])=[CH:12][C:5]=12.C([Li])CCC.C([O:22][B:23](OC(C)C)[O:24]C(C)C)(C)C>C1COCC1.CCCCCC.O>[CH3:13][C:11]1[NH:10][C:6]2=[N:7][CH:8]=[CH:9][C:4]([B:23]([OH:24])[OH:22])=[C:5]2[CH:12]=1 |f:0.1|. Procedure details: To a stirred suspension of 60% sodium hydride in mineral oil (1.18 g) in THF (25 ml) at 0° C. was added 4-bromo-2-methyl-1H-pyrrolo[2,3-b]pyridine (5 g) in THF (75 ml) dropwise. The reaction was cooled to −78° C. and 1.6M n-butyl lithium in hexane (30 ml) was added dropwise, keeping the temperature below −60° C. The reaction was stirred at −78° C. for 30 min before the dropwise addition of triisopropylborate (16.4 ml), keeping the temperature below −60° C. The reaction was stirred for 1 h at −78... Run in C1CCOC1 (THF), CCCCCC (hexane), O (water), C1CCOC1 (THF). The reactants are BrC1=C2C(=NC=C1)NC(=C2)C (4-bromo-2-methyl-1H-pyrrolo[2,3-b]pyridine), C(CCC)[Li] (n-butyl lithium), C(C)(C)OB(OC(C)C)OC(C)C (triisopropylborate), [H-].[Na+] (sodium hydride), oil. Reactants: CCC(NC(=O)OCc1ccccc1)C1(C)CCC(Nc2ccc3cnccc3c2)CC1, CO. Yields the product CCC(N)C1(C)CCC(Nc2ccc3cnccc3c2)CC1. As a reaction SMILES: [CH2:1]([O:2][C:3](=[O:4])[NH:10][CH:11]([CH2:12][CH3:13])[C:14]1([CH3:31])[CH2:15][CH2:16][CH:17]([NH:20][c:21]2[cH:22][c:23]3[cH:24][cH:25][n:26][cH:27][c:28]3[cH:29][cH:30]2)[CH2:18][CH2:19]1)[c:5]1[cH:6][cH:7][cH:8][cH:9][cH:32]1.[CH3:33][OH:34]>>[NH2:10][CH:11]([CH2:12][CH3:13])[C:14]1([CH3:31])[CH2:15][CH2:16][CH:17]([NH:20][c:21]2[cH:22][c:23]3[cH:24][cH:25][n:26][cH:27][c:28]3[cH:29][cH:30]2)[CH2:18][CH2:19]1. Reactants: CCC1(C(=O)O)CC1c1cc(=O)c2ccc3ccccc3c2o1, Cl. Yields the product O=C(O)C1CC1c1cc(=O)c2ccc3ccccc3c2o1. RXN SMILES: [CH2:1]([CH3:2])[C:3]1([C:21](=[O:22])[OH:23])[CH:4]([c:6]2[cH:7][c:8](=[O:20])[c:9]3[c:10]([o:11]2)[c:12]2[cH:13][cH:14][cH:15][cH:16][c:17]2[cH:18][cH:19]3)[CH2:5]1.[ClH:24]>>[CH:3]1([C:21](=[O:22])[OH:23])[CH:4]([c:6]2[cH:7][c:8](=[O:20])[c:9]3[c:10]([o:11]2)[c:12]2[cH:13][cH:14][cH:15][cH:16][c:17]2[cH:18][cH:19]3)[CH2:5]1. Starting materials: CO, O=C(O)C(F)(F)F, COc1ccc2c(c1CN)Oc1c(ccc(OC)c1CC(=O)OCc1ccccc1)C2(C)C. Product: O=C(O)C(F)(F)F, COc1ccc2c(c1CN)Oc1c(ccc(OC)c1CC(=O)O)C2(C)C. Reaction SMILES: [CH3:41][OH:42].[F:1][C:2]([C:3](=[O:4])[OH:5])([F:6])[F:7].[NH2:8][CH2:9][c:10]1[c:11]2[c:20]([cH:21][cH:22][c:23]1[O:24][CH3:25])[C:19]([CH3:26])([CH3:27])[c:18]1[c:13]([c:14]([CH2:30][C:31](=[O:32])[O:33][CH2:34][c:35]3[cH:36][cH:37][cH:38][cH:39][cH:40]3)[c:15]([O:28][CH3:29])[cH:16][cH:17]1)[O:12]2>>[F:1][C:2]([C:3](=[O:4])[OH:5])([F:6])[F:7].[NH2:8][CH2:9][c:10]1[c:11]2[c:20]([cH:21][cH:22][c:23]1[O:24][CH3:25])[C:19]([CH3:26])([CH3:27])[c:18]1[c:13]([c:14]([CH2:30][C:31](=[O:32])[OH:33])[c:15]([O:28][CH3:29])[cH:16][cH:17]1)[O:12]2.